Task: describe an organic reaction: reactants, conditions, products, and yield. Dataset: the Open Reaction Database (ORD), a public repository of structured organic reaction records Starting materials: CCO, COC(=O)c1ccc(-c2cn(C)ccc2=O)cc1, Cl, [Na+], [OH-]. Product: Cn1ccc(=O)c(-c2ccc(C(=O)O)cc2)c1. RXN SMILES: [CH3:22][CH2:23][OH:24].[CH3:3][n:4]1[cH:5][c:6](-[c:11]2[cH:12][cH:13][c:14]([C:15](=[O:16])[O:17][CH3:18])[cH:19][cH:20]2)[c:7](=[O:10])[cH:8][cH:9]1.[ClH:21].[Na+:2].[OH-:1]>>[CH3:3][n:4]1[cH:5][c:6](-[c:11]2[cH:12][cH:13][c:14]([C:15](=[O:16])[OH:17])[cH:19][cH:20]2)[c:7](=[O:10])[cH:8][cH:9]1. Reactants: FC(C=1SC=C(N1)C1CNC(CO1)=O)(F)F (2-(2-trifluoromethyl-thiazol-4-yl)morpholin-5-one), [BH4-].[Na+] (sodium borohydride), C(C)(=O)O (acetic acid). Run in O1CCCC1 (tetrahydrofuran), O1CCCC1 (tetrahydrofuran). Conditions: time 16 hour. Yields the product FC(C=1SC=C(N1)C1CNCCO1)(F)F (2-(2-Trifluoromethyl-thiazol-4-yl)morpholine). As a reaction SMILES: [F:1][C:2]([F:16])([F:15])[C:3]1[S:4][CH:5]=[C:6]([CH:8]2[O:13][CH2:12][C:11](=O)[NH:10][CH2:9]2)[N:7]=1.[BH4-].[Na+].C(O)(=O)C>O1CCCC1>[F:15][C:2]([F:1])([F:16])[C:3]1[S:4][CH:5]=[C:6]([CH:8]2[O:13][CH2:12][CH2:11][NH:10][CH2:9]2)[N:7]=1 |f:1.2|. Reported procedure: A solution of 0.9 g (0.036 mol) of 2-(2-trifluoromethyl-thiazol-4-yl)morpholin-5-one in 40 ml of tetrahydrofuran at 3° C. is mixed with 1.35 g (0.036 mol) of sodium borohydride. Then, at 5°-8° C., very slowly and with vigorous stirring 2.43 g (0.036 mol) of glacial acetic acid dissolved in 20 ml of tetrahydrofuran are added dropwise. The cooling is removed after 2 hours, and the mixture is stirred at room temperature for 16 hours. After evaporation to dryness, the resulting residue is mixed with... Reactants: CCOC1(OCC)CCCN1C, COc1ccc(CC#N)cc1, c1ccccc1. Yields the product COc1ccc(C(C#N)=C2CCCN2C)cc1. Reaction SMILES: [CH2:1]([O:2][C:4]1([O:3][CH2:10][CH3:11])[N:5]([CH3:9])[CH2:6][CH2:7][CH2:8]1)[CH3:12].[CH3:13][O:14][c:15]1[cH:16][cH:17][c:18]([CH2:19][C:20]#[N:21])[cH:22][cH:23]1.[cH:24]1[cH:25][cH:26][cH:27][cH:28][cH:29]1>>[C:4]1(=[C:19]([c:18]2[cH:17][cH:16][c:15]([O:14][CH3:13])[cH:23][cH:22]2)[C:20]#[N:21])[N:5]([CH3:9])[CH2:6][CH2:7][CH2:8]1. Reactants: CCOCC, CCBr, [Cl-], [Cl-], Clc1ccc(I)c(Cl)c1, CCOC(=O)C=C(I)C(=O)OCC, [Mg], CN(C)C=O, Cl[Pd]Cl, [Zn+2], c1ccc(P(c2ccccc2)c2ccccc2)cc1. Yields the product CCOC(=O)C=C(C(=O)OCC)c1ccc(Cl)cc1Cl. Reaction SMILES: [CH2:27]([O:28][CH2:29][CH3:30])[CH3:31].[CH2:2]([Br:3])[CH3:4].[Cl-:37].[Cl-:39].[Cl:5][c:6]1[cH:7][c:8]([Cl:13])[c:9]([I:12])[cH:10][cH:11]1.[I:14][C:15]([C:16](=[O:17])[O:18][CH2:19][CH3:20])=[CH:21][C:22](=[O:23])[O:24][CH2:25][CH3:26].[Mg:1].[O:32]=[CH:33][N:34]([CH3:35])[CH3:36].[Pd:59]([Cl:60])[Cl:61].[Zn+2:38].[c:40]1([P:41]([c:42]2[cH:43][cH:44][cH:45][cH:46][cH:47]2)[c:48]2[cH:49][cH:50][cH:51][cH:52][cH:53]2)[cH:54][cH:55][cH:56][cH:57][cH:58]1>>[Cl:5][c:6]1[cH:7][c:8]([Cl:13])[c:9]([C:15]([C:16](=[O:17])[O:18][CH2:19][CH3:20])=[CH:21][C:22](=[O:23])[O:24][CH2:25][CH3:26])[cH:10][cH:11]1. Starting materials: CCOC(=O)c1c(CO)c(C)n(C)c1C, O=S(Cl)Cl, c1ccccc1. Yields the product CCOC(=O)c1c(CCl)c(C)n(C)c1C. RXN SMILES: [OH:1][CH2:2][c:3]1[c:4]([C:11](=[O:12])[O:13][CH2:14][CH3:15])[c:5]([CH3:10])[n:6]([CH3:9])[c:7]1[CH3:8].[S:16]([Cl:17])([Cl:18])=[O:19].[cH:20]1[cH:21][cH:22][cH:23][cH:24][cH:25]1>>[CH2:2]([c:3]1[c:4]([C:11](=[O:12])[O:13][CH2:14][CH3:15])[c:5]([CH3:10])[n:6]([CH3:9])[c:7]1[CH3:8])[Cl:18].